describe an organic reaction: reactants, conditions, products, and yield From a dataset of the Open Reaction Database (ORD), a public repository of structured organic reaction records. Starting materials: C(C)N1C=2C=CC=CC2C2=CC(=CC=C2C1=O)[N+](=O)[O-] (5-ethyl-9-nitro-5H-phenanthridin-6-one), resultant suspension. Reagents/catalysts: [Pd] (palladium on activated carbon). Solvent: C(C)O (ethyl alcohol). Reaction conditions: time 18 hour. Yields the product NC1=CC=C2C(N(C=3C=CC=CC3C2=C1)CC)=O (9-amino-5-ethyl-5H-phenanthridin-6-one). Isolated yield 52.5%. Reaction SMILES: [CH2:1]([N:3]1[C:16](=[O:17])[C:15]2[C:10](=[CH:11][C:12]([N+:18]([O-])=O)=[CH:13][CH:14]=2)[C:9]2[CH:8]=[CH:7][CH:6]=[CH:5][C:4]1=2)[CH3:2]>C(O)C.[Pd]>[NH2:18][C:12]1[CH:11]=[C:10]2[C:15]([C:16](=[O:17])[N:3]([CH2:1][CH3:2])[C:4]3[CH:5]=[CH:6][CH:7]=[CH:8][C:9]=32)=[CH:14][CH:13]=1. Procedure: A solution of 5-ethyl-9-nitro-5H-phenanthridin-6-one (5.4 g, 20 mmol) in ethyl alcohol (400 ml) was charged with 10% palladium on activated carbon (500 mg). The resultant suspension was placed on a Parr hydrogenation apparatus and shaken under 50 psi H2 for 18 hours. The catalyst was removed by filtration, and the filtrate was concentrated in vacuo to afford 9-amino-5-ethyl-5H-phenanthridin-6-one (2.5 g, quantitative). The reactants are NCCO, COc1ccc(OC)c(C=O)c1, O=C1CNC(=O)N1, O. Product: COc1ccc(OC)c(C=C2NC(=O)NC2=O)c1. Reaction SMILES: [CH2:20]([CH2:21][NH2:22])[OH:23].[CH3:1][O:2][c:3]1[c:4]([CH:5]=[O:6])[cH:7][c:8]([O:11][CH3:12])[cH:9][cH:10]1.[O:13]=[C:14]1[CH2:15][NH:16][C:17](=[O:18])[NH:19]1.[OH2:24]>>[CH3:1][O:2][c:3]1[c:4]([CH:5]=[C:15]2[C:14](=[O:13])[NH:19][C:17](=[O:18])[NH:16]2)[cH:7][c:8]([O:11][CH3:12])[cH:9][cH:10]1.